Task: describe an organic reaction: reactants, conditions, products, and yield. Dataset: the Open Reaction Database (ORD), a public repository of structured organic reaction records Starting materials: ice water, FC=1C=CC(=C(C(=O)NC2COC3=CC(=C(C=C3C2)S(N)(=O)=O)OC)C1)OC (3-(5-fluoro-2-methoxybenzamido)-6-sulfamoyl-7-methoxychroman), [OH-].[Na+] (sodium hydroxide), CNC(C(Cl)(Cl)Cl)=O (N-methyltrichloroacetamide), C (charcoal). Run in CS(=O)C (DMSO). Yields the product FC=1C=CC(=C(C(=O)NC2COC3=CC(=C(C=C3C2)S(=O)(=O)NC(=O)NC)OC)C1)OC (3-(5-Fluoro-2-methoxybenzamido)-6-(methylaminocarbonylaminosulfonyl)-7-methoxychroman). As a reaction SMILES: [F:1][C:2]1[CH:3]=[CH:4][C:5]([O:27][CH3:28])=[C:6]([CH:26]=1)[C:7]([NH:9][CH:10]1[CH2:19][C:18]2[C:13](=[CH:14][C:15]([O:24][CH3:25])=[C:16]([S:20](=[O:23])(=[O:22])[NH2:21])[CH:17]=2)[O:12][CH2:11]1)=[O:8].[OH-].[Na+].[CH3:31][NH:32][C:33](=[O:38])C(Cl)(Cl)Cl.C>CS(C)=O>[F:1][C:2]1[CH:3]=[CH:4][C:5]([O:27][CH3:28])=[C:6]([CH:26]=1)[C:7]([NH:9][CH:10]1[CH2:19][C:18]2[C:13](=[CH:14][C:15]([O:24][CH3:25])=[C:16]([S:20]([NH:21][C:33]([NH:32][CH3:31])=[O:38])(=[O:22])=[O:23])[CH:17]=2)[O:12][CH2:11]1)=[O:8] |f:1.2|. Reported procedure: 1.64 g (4 mmol) of 3-(5-fluoro-2-methoxybenzamido)-6-sulfamoyl-7-methoxychroman were heated at 80° C. for 30 minutes in 10 ml of dry DMSO after addition of 0.4 g (10 mmol) of freshly powdered sodium hydroxide and 1.05 g (6 mmol) of N-methyltrichloroacetamide. The cooled reaction mixture was introduced into ice-water, clarified with active charcoal and acidified to pH 1. The precipitate was filtered off with suction, dried and recrystallized from ethanol. The product had a melting point of 260° C... As a reaction SMILES: [CH:1]1([N:4]=[C:5]=[O:6])[CH2:3][CH2:2]1.[CH3:7][O:8][C:9]1[CH:18]=[CH:17][CH:16]=[CH:15][C:10]=1[C:11]([NH:13][NH2:14])=[O:12]>C1COCC1>[CH:1]1([NH:4][C:5]([NH:14][NH:13][C:11](=[O:12])[C:10]2[CH:15]=[CH:16][CH:17]=[CH:18][C:9]=2[O:8][CH3:7])=[O:6])[CH2:3][CH2:2]1. Reported procedure: 250 mg (3.01 mmol) of cyclopropyl isocyanate, dissolved in 3 ml THF, are added dropwise to 500 mg (3.01 mmol) of 2-methoxybenzoic acid hydrazide, dissolved in 7 ml THF, and the mixture stirred overnight at room temperature. The resulting precipitate is filtered off, washed with diethyl ether and dried in vacuo. 709 mg (94% of theory) of the target compound are thus obtained. Conditions: time 8 hour. Reactants: C1(CC1)N=C=O (cyclopropyl isocyanate), COC1=C(C(=O)NN)C=CC=C1 (2-methoxybenzoic acid hydrazide). Solvent: C1CCOC1 (THF), C1CCOC1 (THF). Yields the product C1(CC1)NC(=O)NNC(C1=C(C=CC=C1)OC)=O (N-cyclopropyl-2-(2-methoxybenzoyl)-hydrazinecarboxamide). The reactants are C([O-])([O-])=O.[Ca+2] (calcium carbonate), B(O)(O)O (orthoboric acid), N1=C(N)N=C(N)N=C1N (melamine), C([O-])([O-])=O.[Ca+2] (calcium carbonate), B(O)(O)O (orthoboric acid), N1=C(N)N=C(N)N=C1N (melamine), Ca. Yields the product B(O)(O)O.N1=C(N)N=C(N)N=C1N (melamine borate). Reaction SMILES: [B:1]([OH:4])([OH:3])[OH:2].[N:5]1[C:12]([NH2:13])=[N:11][C:9]([NH2:10])=[N:8][C:6]=1[NH2:7].C(=O)([O-])[O-].[Ca+2]>>[B:1]([OH:4])([OH:3])[OH:2].[N:5]1[C:12]([NH2:13])=[N:11][C:9]([NH2:10])=[N:8][C:6]=1[NH2:7] |f:2.3,4.5|. Reported procedure: First, 60 kg of orthoboric acid, manufactured by NIPPON DENKO CO., LTD. (hereinafter, this product was used as orthoboric acid), 50 kg of melamine, manufactured by DSM, Ltd. (hereinafter, this product was used as melamine), and 1 kg of calcium carbonate as a Ca compound, manufactured by SHIRAISHI KOGYO, Ltd. (hereinafter, this product was used as calcium carbonate), were mixed by a Henschel mixer. Next, the mixture was placed in a constant temperature and humidity chamber at a temperature of 90°... Starting materials: COC(=O)CCCCNC(=O)c1cccc(C=C2C(=O)Nc3ccc(F)cc32)c1, CO, Cl, [Li+], [OH-], O. Product: O=C(O)CCCCNC(=O)c1cccc(C=C2C(=O)Nc3ccc(F)cc32)c1. RXN SMILES: [CH3:1][O:2][C:3]([CH2:4][CH2:5][CH2:6][CH2:7][NH:8][C:9]([c:10]1[cH:11][c:12]([CH:16]=[C:17]2[C:18](=[O:27])[NH:19][c:20]3[cH:21][cH:22][c:23]([F:26])[cH:24][c:25]32)[cH:13][cH:14][cH:15]1)=[O:28])=[O:29].[CH3:30][OH:31].[ClH:34].[Li+:33].[OH-:32].[OH2:35]>>[O:2]=[C:3]([CH2:4][CH2:5][CH2:6][CH2:7][NH:8][C:9]([c:10]1[cH:11][c:12]([CH:16]=[C:17]2[C:18](=[O:27])[NH:19][c:20]3[cH:21][cH:22][c:23]([F:26])[cH:24][c:25]32)[cH:13][cH:14][cH:15]1)=[O:28])[OH:29].